From a dataset of the Open Reaction Database (ORD), a public repository of structured organic reaction records. describe an organic reaction: reactants, conditions, products, and yield The reactants are C(C)(C)(C)OC(NC1=C(C=C(C(=C1)C)Cl)NC(CC(=O)C1=CC(=CC=C1)C=1C=NC(=CC1)C1CC1)=O)=O ((4-chloro-2-{3-[3-(6-cyclopropyl-pyridin-3-yl)-phenyl]-3-oxo-propionylamino}-5-methyl-phenyl)-carbamic acid tert-butyl ester), C(=O)(C(F)(F)F)O (TFA). Run in C(Cl)Cl (CH2Cl2). Product: ClC=1C(=CC2=C(NC(CC(=N2)C2=CC(=CC=C2)C=2C=NC(=CC2)C2CC2)=O)C1)C (8-Chloro-4-[3-(6-cyclopropyl-pyridin-3-yl)-phenyl]-7-methyl-1,3-dihydro-benzo[b][1,4]diazepin-2-one), solid. Isolated yield 64.0%. RXN SMILES: C(OC(=O)[NH:7][C:8]1[CH:13]=[C:12]([CH3:14])[C:11]([Cl:15])=[CH:10][C:9]=1[NH:16][C:17](=[O:36])[CH2:18][C:19]([C:21]1[CH:26]=[CH:25][CH:24]=[C:23]([C:27]2[CH:28]=[N:29][C:30]([CH:33]3[CH2:35][CH2:34]3)=[CH:31][CH:32]=2)[CH:22]=1)=O)(C)(C)C.C(O)(C(F)(F)F)=O>C(Cl)Cl>[Cl:15][C:11]1[C:12]([CH3:14])=[CH:13][C:8]2[N:7]=[C:19]([C:21]3[CH:26]=[CH:25][CH:24]=[C:23]([C:27]4[CH:28]=[N:29][C:30]([CH:33]5[CH2:35][CH2:34]5)=[CH:31][CH:32]=4)[CH:22]=3)[CH2:18][C:17](=[O:36])[NH:16][C:9]=2[CH:10]=1. Procedure: The title compound was prepared from (4-chloro-2-{3-[3-(6-cyclopropyl-pyridin-3-yl)-phenyl]-3-oxo-propionylamino}-5-methyl-phenyl)-carbamic acid tert-butyl ester (Example M143) (332 mg, 0.638 mmol) by treatment with TFA in CH2Cl2 according to the general procedure N. Obtained as a white solid (163 mg, 64%). The reactants are C(C)(C)(C)OC(N[C@@H](CC1=CC=CC=C1)C=1NC(=CN1)Br)=O ([(S)-1-(5-bromo-1H-imidazol-2-yl)-2-phenyl-ethyl]-carbamic acid tert-butyl ester), 92D, C(=O)(C(F)(F)F)O (TFA). The solvent is C1(=CC=CC=C1)OC (anisole). Reaction conditions: temperature 100 celsius, time 18 hour. Product: BrC1=CN=C(N1)[C@H](CC1=CC=CC=C1)N ((S)-1-(5-bromo-1H-imidazol-2-yl)-2-phenyl-ethylamine), 6. Isolated yield 67.0%. RXN SMILES: C(OC(=O)[NH:7][C@H:8]([C:16]1[NH:17][C:18]([Br:21])=[CH:19][N:20]=1)[CH2:9][C:10]1[CH:15]=[CH:14][CH:13]=[CH:12][CH:11]=1)(C)(C)C.C(O)(C(F)(F)F)=O>C1(OC)C=CC=CC=1>[Br:21][C:18]1[NH:17][C:16]([C@@H:8]([NH2:7])[CH2:9][C:10]2[CH:11]=[CH:12][CH:13]=[CH:14][CH:15]=2)=[N:20][CH:19]=1. Reported procedure: [(S)-1-(5-bromo-1H-imidazol-2-yl)-2-phenyl-ethyl]-carbamic acid tert-butyl ester: To a solution of 92D (30 g) in anisole (100 mL) was added TFA (250 mL) and the reaction was stirred at 100° C. for 18 h. The reaction mixture was evaporated completely, basified with 5% NaOH solution and extracted with DCM. The organic layer was washed with brine, dried over sodium sulfate and concentrated. Recrystallization from hexane gave (S)-1-(5-bromo-1H-imidazol-2-yl)-2-phenyl-ethylamine as a white solid 6 (1... Reactants: C(C)O (ethanol), C1(=CC=CC=C1)P(C1=CC=CC=C1)C1=CC=CC=C1 (triphenylphosphine), COC(=O)[C@H]1N(C[C@@H](C1)O)C(=O)OC(C)(C)C ((2S,4R)-4-hydroxy-pyrrolidine-1,2-dicarboxylic acid 1-tert-butyl ester 2-methyl ester), C(Br)(Br)(Br)Br (CBr4). Run in ClCCl (dichloromethane). Run at time 4 hour. Yields the product COC(=O)[C@H]1N(C[C@H](C1)Br)C(=O)OC(C)(C)C ((2S,4S)-4-Bromo-pyrrolidine-1,2-dicarboxylic acid 1-tert-butyl ester 2-methyl ester). The yield is 86.7%. Reaction SMILES: C1(P(C2C=CC=CC=2)C2C=CC=CC=2)C=CC=CC=1.[CH3:20][O:21][C:22]([C@@H:24]1[CH2:28][C@@H:27](O)[CH2:26][N:25]1[C:30]([O:32][C:33]([CH3:36])([CH3:35])[CH3:34])=[O:31])=[O:23].C(Br)(Br)(Br)[Br:38].C(O)C>ClCCl>[CH3:20][O:21][C:22]([C@@H:24]1[CH2:28][C@H:27]([Br:38])[CH2:26][N:25]1[C:30]([O:32][C:33]([CH3:36])([CH3:35])[CH3:34])=[O:31])=[O:23]. Procedure: Add triphenylphosphine (0.88 mol, 231 g) in portions to a solution of (2S,4R)-4-hydroxy-pyrrolidine-1,2-dicarboxylic acid 1-tert-butyl ester 2-methyl ester (0.58 mol, 144 g) and CBr4 (0.88 mol, 292 g) in dry dichloromethane (1.44 L) at 0° C. Upon complete addition, warm the reaction mixture to room temperature and stir for 4 h. Add ethanol (1.44 L) and stir for an additional 2 h. Add diethyl ether (1.44 L) to the reaction mixture, filter the precipitated triphenylphosphine oxide, and concentrate... Reactants: O=C1CCC(=O)N1Br, CC(=O)Nc1ccc(C)c(C)c1C#N, ClC(Cl)(Cl)Cl, ClC(Cl)Cl, CC(C)(C#N)N=NC(C)(C)C#N, O. Yields the product CC(=O)Nc1ccc(CBr)c(C)c1C#N. RXN SMILES: [Br:20][N:21]1[C:22](=[O:23])[CH2:24][CH2:25][C:26]1=[O:27].[CH3:1][c:2]1[c:3]([C:4]#[N:5])[c:6]([NH:11][C:12]([CH3:13])=[O:14])[cH:7][cH:8][c:9]1[CH3:10].[Cl:15][C:16]([Cl:17])([Cl:18])[Cl:19].[Cl:41][CH:42]([Cl:43])[Cl:44].[N:28]([C:29]([CH3:30])([CH3:31])[C:32]#[N:33])=[N:34][C:35]([CH3:36])([CH3:37])[C:38]#[N:39].[OH2:40]>>[CH3:1][c:2]1[c:3]([C:4]#[N:5])[c:6]([NH:11][C:12]([CH3:13])=[O:14])[cH:7][cH:8][c:9]1[CH2:10][Br:20].